The task is: describe an organic reaction: reactants, conditions, products, and yield. This data is from the Open Reaction Database (ORD), a public repository of structured organic reaction records. Reactants: C1=CCCCC=C1, ClCCl, O=C1C=CC(=O)C=C1. Yields the product O=C1C=CC(=O)C2C3C=CC(CCC3)C12. RXN SMILES: [CH:9]1=[CH:10][CH:11]=[CH:12][CH2:13][CH2:14][CH2:15]1.[Cl:16][CH2:17][Cl:18].[O:1]=[C:2]1[CH:3]=[CH:4][C:5](=[O:6])[CH:7]=[CH:8]1>>[O:1]=[C:2]1[CH:3]=[CH:4][C:5](=[O:6])[CH:7]2[CH:8]1[CH:15]1[CH:9]=[CH:10][CH:11]2[CH2:12][CH2:13][CH2:14]1. Starting materials: COc1ccc(-c2ccc(C(=O)N(C)C)cc2)cc1CNC1CCC(N(C)C(=O)OC(C)(C)C)CC1, O=C(Cl)c1sc2ccccc2c1Cl. The product is COc1ccc(-c2ccc(C(=O)N(C)C)cc2)cc1CN(C(=O)c1sc2ccccc2c1Cl)C1CCC(N(C)C(=O)OC(C)(C)C)CC1. Reaction SMILES: [CH3:1][N:2]([C:3](=[O:4])[c:5]1[cH:6][cH:7][c:8](-[c:11]2[cH:12][c:13]([CH2:19][NH:20][CH:21]3[CH2:22][CH2:23][CH:24]([N:27]([C:28]([O:29][C:30]([CH3:31])([CH3:32])[CH3:33])=[O:34])[CH3:35])[CH2:25][CH2:26]3)[c:14]([O:17][CH3:18])[cH:15][cH:16]2)[cH:9][cH:10]1)[CH3:36].[Cl:37][c:38]1[c:39]2[c:40]([s:41][c:42]1[C:43](=[O:44])[Cl:45])[cH:46][cH:47][cH:48][cH:49]2>>[CH3:1][N:2]([C:3](=[O:4])[c:5]1[cH:6][cH:7][c:8](-[c:11]2[cH:12][c:13]([CH2:19][N:20]([CH:21]3[CH2:22][CH2:23][CH:24]([N:27]([C:28]([O:29][C:30]([CH3:31])([CH3:32])[CH3:33])=[O:34])[CH3:35])[CH2:25][CH2:26]3)[C:43]([c:42]3[c:38]([Cl:37])[c:39]4[c:40]([s:41]3)[cH:46][cH:47][cH:48][cH:49]4)=[O:44])[c:14]([O:17][CH3:18])[cH:15][cH:16]2)[cH:9][cH:10]1)[CH3:36]. Starting materials: C(CCC)[Li] (n-butyl lithium), BrC1=CC=C(C=C1)C(F)(F)F (4-bromobenzotrifluoride), COC=1C=C(C=O)C=CC1OCC1=CC=CC=C1 (3-methoxy-4-benzyloxybenzaldehyde). Solvent: S(O)(O)(=O)=O (sulfuric acid). Conditions: time 45 minute. Product: C(C1=CC=CC=C1)OC1=C(C=C(C(C2=CC=C(C=C2)C(F)(F)F)O)C=C1)OC (4-(benzyloxy)-3-methoxy-4'-(trifluoromethyl)benzhydrol). Reaction SMILES: C([Li])CCC.Br[C:7]1[CH:12]=[CH:11][C:10]([C:13]([F:16])([F:15])[F:14])=[CH:9][CH:8]=1.[CH3:17][O:18][C:19]1[CH:20]=[C:21]([CH:24]=[CH:25][C:26]=1[O:27][CH2:28][C:29]1[CH:34]=[CH:33][CH:32]=[CH:31][CH:30]=1)[CH:22]=[O:23]>S(=O)(=O)(O)O>[CH2:28]([O:27][C:26]1[CH:25]=[CH:24][C:21]([CH:22]([OH:23])[C:7]2[CH:12]=[CH:11][C:10]([C:13]([F:16])([F:15])[F:14])=[CH:9][CH:8]=2)=[CH:20][C:19]=1[O:18][CH3:17])[C:29]1[CH:34]=[CH:33][CH:32]=[CH:31][CH:30]=1. Procedure details: 92 ml of n-butyl lithium solution (1.6M in hexane) are added dropwise at -70° within 20 minutes to 33.0 g of 4-bromobenzotrifluoride (dissolved in 150 ml of tetrahydrofuran). After stirring at -70° for 45 minutes, 36 g of 3-methoxy-4-benzyloxybenzaldehyde (dissolved in 100 ml of tetrahydrofuran) are added dropwise thereto at between -70° and -60°. The reaction mixture is stirred at -70° for 2 hours and at 0° for 1 hour, poured into a mixture of ice and 100 ml of 2N sulfuric acid and extracted tw... Starting materials: C(C1=CC=CC=C1)Br (Benzyl bromide), N12CCCCCC2=NCCC1 (1,8-diazabicyclo[5.4.0]undec-7-ene), BrC=1C=C2C=C(NC2=CC1)C(=O)O (5-bromo-1H-indole-2-carboxylic acid). Solvent: C(C)#N (acetonitrile). Reaction conditions: time 22.5 hour. Product: BrC=1C=C2C=C(NC2=CC1)C(=O)OCC1=CC=CC=C1 (Benzyl 5-bromo-1H-indole-2-carboxylate). Reaction SMILES: [CH2:1](Br)[C:2]1[CH:7]=[CH:6][CH:5]=[CH:4][CH:3]=1.N12CCCN=C1CCCCC2.[Br:20][C:21]1[CH:22]=[C:23]2[C:27](=[CH:28][CH:29]=1)[NH:26][C:25]([C:30]([OH:32])=[O:31])=[CH:24]2>C(#N)C>[Br:20][C:21]1[CH:22]=[C:23]2[C:27](=[CH:28][CH:29]=1)[NH:26][C:25]([C:30]([O:32][CH2:1][C:2]1[CH:7]=[CH:6][CH:5]=[CH:4][CH:3]=1)=[O:31])=[CH:24]2. Reported procedure: Benzyl bromide (160 μl) and 1,8-diazabicyclo[5.4.0]undec-7-ene (201 μl) were added to a solution of 5-bromo-1H-indole-2-carboxylic acid (161 mg) in acetonitrile (3.5 ml) at room temperature, followed by stirring for 22.5 hours. The reaction solution was concentrated and separated by adding ethyl acetate and distilled water. The resulting organic layer was washed with brine and dried over anhydrous sodium sulfate. The solvent was evaporated under reduced pressure. The resulting residue was solidi... Starting materials: NC=1SC=2N=C(N=CC2N1)NC=1C(=CC(=C(C1)NC(OC(C)(C)C)=O)F)Cl (tert-butyl {5-[(2-amino[1,3]thiazolo[5,4-d]pyrimidin-5-yl)amino]-4-chloro-2-fluorophenyl}carbamate), C(C)(=O)Cl (acetyl chloride), C(O)([O-])=O.[Na+] (sodium hydrogen carbonate). Run in N1=CC=CC=C1 (pyridine). Reaction conditions: time 1 hour. Product: C(C)(C)(C)OC(NC1=C(C=C(C(=C1)NC=1N=CC2=C(N1)SC(=N2)NC(C)=O)Cl)F)=O (tert-butyl(5-{[2-(acetylamino)[1,3]thiazolo[5,4-d]pyrimidin-5-yl]amino}-4-chloro-2-fluorophenyl)carbamate). RXN SMILES: [NH2:1][C:2]1[S:3][C:4]2[N:5]=[C:6]([NH:11][C:12]3[C:13]([Cl:27])=[CH:14][C:15]([F:26])=[C:16]([NH:18][C:19](=[O:25])[O:20][C:21]([CH3:24])([CH3:23])[CH3:22])[CH:17]=3)[N:7]=[CH:8][C:9]=2[N:10]=1.[C:28](Cl)(=[O:30])[CH3:29].C(=O)([O-])O.[Na+]>N1C=CC=CC=1>[C:21]([O:20][C:19](=[O:25])[NH:18][C:16]1[CH:17]=[C:12]([NH:11][C:6]2[N:7]=[CH:8][C:9]3[N:10]=[C:2]([NH:1][C:28](=[O:30])[CH3:29])[S:3][C:4]=3[N:5]=2)[C:13]([Cl:27])=[CH:14][C:15]=1[F:26])([CH3:24])([CH3:22])[CH3:23] |f:2.3|. Procedure details: To a solution of tert-butyl {5-[(2-amino[1,3]thiazolo[5,4-d]pyrimidin-5-yl)amino]-4-chloro-2-fluorophenyl}carbamate (470 mg, 1.14 mmol) in pyridine (10 mL) was added acetyl chloride (204 μL, 2.86 mmol), and the mixture was stirred at room temperature for 1 hr. To the reaction mixture was added saturated aqueous sodium hydrogen carbonate solution (50 mL), and the mixture was extracted with ethyl acetate/tetrahydrofuran mixture (1:1, 50 mL, 20 mL). The combined organic layer was washed with satura... The reactants are FC1=CC=C(N)C=C1 (p-fluoroaniline), OS(=O)(=O)O (H2SO4), N (ammonia), OS(=O)(=O)O (H2SO4), [N+](=O)(O)[O-] (HNO3). Reaction conditions: temperature 5 celsius. The product is FC1=C(C=C(N)C=C1)[N+](=O)[O-] (4-fluoro-3-nitroaniline). Reaction SMILES: [F:1][C:2]1[CH:8]=[CH:7][C:5]([NH2:6])=[CH:4][CH:3]=1.OS(O)(=O)=O.[N+:14]([O-])([OH:16])=[O:15].N>>[F:1][C:2]1[CH:8]=[CH:7][C:5]([NH2:6])=[CH:4][C:3]=1[N+:14]([O-:16])=[O:15]. Reported procedure: To a solution of 139 g. of p-fluoroaniline in 834 g. of H2SO4, 100%, a mixture of 81.3 g. of HNO3, 100% in 489 g. H2SO4, 100%, is slowly added at 8°-10°C. One hour after this addition, the mixture is poured on 800 g. of ice and the resulting solution made alkaline with 2300 ml. of conc. aqua ammonia. On cooling to approxiamtely 5°C., the orange crude product is filtered off, sharply sucked off, and stirred with 600 ml. of water and 120 ml. of conc. HCl at room temperature. The insoluble, dark-br... Starting materials: COCC(C)O (1-methoxy-2-propanol), ClCCl (dichloromethane), CC1=CC=C(C=C1)S(=O)(=O)Cl (4-Methylbenzenesulfonyl chloride). Run in N1=CC=CC=C1 (pyridine). Run at temperature 0 celsius, time 15 minute. Yields the product CC1=CC=C(C=C1)S(=O)(=O)OC(COC)C ((±)-2-Methoxy-1-methylethyl 4-methylbenzenesulfonate). Yield: 69.0%. RXN SMILES: [CH3:1][O:2][CH2:3][CH:4]([OH:6])[CH3:5].ClCCl.[CH3:10][C:11]1[CH:16]=[CH:15][C:14]([S:17](Cl)(=[O:19])=[O:18])=[CH:13][CH:12]=1>N1C=CC=CC=1>[CH3:10][C:11]1[CH:16]=[CH:15][C:14]([S:17]([O:6][CH:4]([CH3:5])[CH2:3][O:2][CH3:1])(=[O:19])=[O:18])=[CH:13][CH:12]=1. Reported procedure: A solution of 1-methoxy-2-propanol in dichloromethane (2.3 g, 25.5 mmol) (25 ml) and pyridine (5 ml) was cooled to between −5 and 0° C. 4-Methylbenzenesulfonyl chloride (5.35 g, 28.1 mmol) was added dropwise and the mixture was stirred at 0° C. for 15 minutes. The mixture was then stirred at room temperature for 18 hours. Ice was added and the mixture was stirred for 1 hour. The organic phase was separated, washed with 10% aqueous sulfuric acid (4×) and water (1×), and then dried (MgSO4) and fil... The reactants are CO, CCOC(=O)c1c(CCl)nc2cc(OC)c(OC)cc2c1-c1ccc(OC)c(OC)c1, O=C(OO)c1cccc(Cl)c1. Product: CCOC(=O)c1c(-c2ccc(OC)c(OC)c2)c2cc(OC)c(OC)cc2[n+]([O-])c1CCl. RXN SMILES: [CH3:43][OH:44].[Cl:1][CH2:2][c:3]1[n:4][c:5]2[cH:6][c:7]([O:30][CH3:31])[c:8]([O:28][CH3:29])[cH:9][c:10]2[c:11](-[c:18]2[cH:19][c:20]([O:26][CH3:27])[c:21]([O:24][CH3:25])[cH:22][cH:23]2)[c:12]1[C:13](=[O:14])[O:15][CH2:16][CH3:17].[Cl:32][c:33]1[cH:34][cH:35][cH:36][c:37]([C:38]([O:39][OH:41])=[O:40])[cH:42]1>>[Cl:1][CH2:2][c:3]1[n+:4]([O-:40])[c:5]2[cH:6][c:7]([O:30][CH3:31])[c:8]([O:28][CH3:29])[cH:9][c:10]2[c:11](-[c:18]2[cH:19][c:20]([O:26][CH3:27])[c:21]([O:24][CH3:25])[cH:22][cH:23]2)[c:12]1[C:13](=[O:14])[O:15][CH2:16][CH3:17]. The reactants are C(C1=CC=CC=C1)OC1=C(C=CC(=C1)\C=C\CC1=CC=CC=C1)N1CC(NS1(=O)=O)=O (5-[2-benzyloxy-4-((E)-3-phenylpropenyl)-phenyl]-1,1-dioxo-1,2,5-thiadiazolidin-3-one). Reagents/catalysts: [Pd] (Pd/C). The solvent is CCO.CC(=O)O (EtOH HOAc). Product: OC1=C(C=CC(=C1)CCCC1=CC=CC=C1)N1CC(NS1(=O)=O)=O (5-[2-Hydroxy-4-(3-phenylpropyl)-phenyl]-1,1-dioxo-1,2,5-thiadiazolidin-3-one). Reaction SMILES: C([O:8][C:9]1[CH:14]=[C:13](/[CH:15]=[CH:16]/[CH2:17][C:18]2[CH:23]=[CH:22][CH:21]=[CH:20][CH:19]=2)[CH:12]=[CH:11][C:10]=1[N:24]1[S:28](=[O:30])(=[O:29])[NH:27][C:26](=[O:31])[CH2:25]1)C1C=CC=CC=1>CCO.CC(O)=O.[Pd]>[OH:8][C:9]1[CH:14]=[C:13]([CH2:15][CH2:16][CH2:17][C:18]2[CH:23]=[CH:22][CH:21]=[CH:20][CH:19]=2)[CH:12]=[CH:11][C:10]=1[N:24]1[S:28](=[O:30])(=[O:29])[NH:27][C:26](=[O:31])[CH2:25]1 |f:1.2|. Reported procedure: A solution of 5-[2-benzyloxy-4-((E)-3-phenylpropenyl)-phenyl]-1,1-dioxo-1,2,5-thiadiazolidin-3-one (74 mg, 0.17 mmol) in 6 mL of EtOH/HOAc (4:2) is hydrogenated at 50 psi over 10% Pd/C (70 mg) for 18 h. The catalyst is filtered, the solvent is removed under reduced pressure and the residual oil purified by preparative HPLC to give the title compound as a solid: (M−1)−=345.